describe an organic reaction: reactants, conditions, products, and yield From a dataset of the Open Reaction Database (ORD), a public repository of structured organic reaction records. Starting materials: C(C)(=O)NNC(=O)C1=NC(=NC(=C1)NCCC1=CC=C(C=C1)OC)OC (2-methoxy-6-[2-(4-methoxy-phenyl)-ethylamino]-pyrimidine-4-carboxylic acid N′-acetyl-hydrazide), C1(=CC=C(C=C1)S(=O)(=O)Cl)C (p-toluenesulfonylchloride), CCN(CC)P1(=NC(C)(C)C)N(CCCN1C)C (BEMP). Solvent: C1CCOC1 (THF). The product is COC1=NC(=CC(=N1)NCCC1=CC=C(C=C1)OC)C=1OC(=NN1)C ([2-methoxy-6-(5-methyl-[1,3,4]oxadiazol-2-yl)-pyrimidin-4-yl]-[2-(4-methoxy-phenyl)-ethyl]-amine). The yield is 61.3%. Reaction SMILES: [C:1]([NH:4][NH:5][C:6]([C:8]1[CH:13]=[C:12]([NH:14][CH2:15][CH2:16][C:17]2[CH:22]=[CH:21][C:20]([O:23][CH3:24])=[CH:19][CH:18]=2)[N:11]=[C:10]([O:25][CH3:26])[N:9]=1)=[O:7])(=O)[CH3:2].C1(C)C=CC(S(Cl)(=O)=O)=CC=1.CCN(P1(N(C)CCCN1C)=NC(C)(C)C)CC>C1COCC1>[CH3:26][O:25][C:10]1[N:11]=[C:12]([NH:14][CH2:15][CH2:16][C:17]2[CH:22]=[CH:21][C:20]([O:23][CH3:24])=[CH:19][CH:18]=2)[CH:13]=[C:8]([C:6]2[O:7][C:1]([CH3:2])=[N:4][N:5]=2)[N:9]=1. Procedure details: To a solution of 2-methoxy-6-[2-(4-methoxy-phenyl)-ethylamino]-pyrimidine-4-carboxylic acid [100 mg, 0.33 mmol, Intermediate (56)] in dimethylformamide (1 mL) is added N,N-diisopropylethylamine (145 μL, 0.83 mmol) followed by TBTU (128 mg, 0.4 mmol). Stirred the reaction mixture for 5 minutes before adding acetic hydrazide (37 mg, 0.5 mmol) and continued stirring the reaction mixture overnight at ambient temperature. The reaction mixture is poured into water (25 mL) and subsequently extracted th...